Dataset: the Open Reaction Database (ORD), a public repository of structured organic reaction records. Task: describe an organic reaction: reactants, conditions, products, and yield The reactants are O (water), Cl (hydrochloric acid), [H-].C(C(C)C)[Al+]CC(C)C (Diisobutylaluminium hydride), CC(CCC#N)(CC)C (4,4-dimethylhexanenitrile). Run in O1CCOCC1 (dioxane), C(C)OCC (diethyl ether), C(C)OCC (Diethyl ether). Yields the product CC(CCC=O)(CC)C (4,4-dimethylhexanal). As a reaction SMILES: [H-].C([Al+]CC(C)C)C(C)C.[CH3:11][C:12]([CH3:19])([CH2:17][CH3:18])[CH2:13][CH2:14][C:15]#N.[OH2:20].Cl>C(OCC)C.O1CCOCC1>[CH3:11][C:12]([CH3:19])([CH2:17][CH3:18])[CH2:13][CH2:14][CH:15]=[O:20] |f:0.1|. Reported procedure: Diisobutylaluminium hydride (1M solution in toluene, 18.5 ml.) was added to a solution of 4,4-dimethylhexanenitrile (2.0 g.) in dry diethyl ether (100 ml.) stirred under nitrogen. The mixture was refluxed for 3 hours and cooled. A solution of water (2 ml.) and dioxane (10 ml.) was added dropwise followed by dilute hydrochloric acid (80 ml.) and the solution stirred for 1 hour. Diethyl ether was added and the ethereal extracts separated. The ethereal extracts were dried (anhydrous magnesium sulph... The reactants are Cl.O=S1(NC2N(C3=C1C=C(C=C3)OC=3C=C(C=CC3)CN)CCC2)=O ({3-[(5,5-Dioxido-2,3,3a,4-tetrahydro-1H-pyrrolo[2,1-c][1,2,4]-benzothiadiazin-7-yl)oxy]phenyl}methanamine hydrochloride), amine, COC1OC(CC1)OC (2,5-dimethoxytetrahydrofuran), O (water), CC(=O)O (AcOH). The product is N1(C=CC=C1)CC=1C=C(OC2=CC3=C(N4C(NS3(=O)=O)CCC4)C=C2)C=CC1 (7-[3-(1H-Pyrrol-1-ylmethyl)phenoxy]-2,3,3a,4-tetrahydro-1H-pyrrolo[2,1-c][1,2,4]benzothiadiazine 5,5-dioxide). Run at temperature 80 celsius, time 2 hour. Procedure details: 200 mg (0.58 mmol) of the product obtained in Example 1, in the form of the free amine, and 105 μl (0.81 mmol) of 2,5-dimethoxytetrahydrofuran are added to a two-phase mixture of 2.5 ml of water, 0.95 ml of AcOH and 2.85 ml of dichloro-1,2-ethane. The mixture is stirred at 80° C. for 2 hours, allowed to return to ambient temperature and extracted with CH2Cl2. The organic phase is washed with saturated aqueous NaCl solution and dried over MgSO4. The expected product is purified by chromatography ... Solvent: C(CCl)Cl (dichloro-1,2-ethane). RXN SMILES: Cl.[O:2]=[S:3]1(=[O:25])[C:8]2[CH:9]=[C:10]([O:13][C:14]3[CH:15]=[C:16]([CH2:20][NH2:21])[CH:17]=[CH:18][CH:19]=3)[CH:11]=[CH:12][C:7]=2[N:6]2[CH2:22][CH2:23][CH2:24][CH:5]2[NH:4]1.CO[CH:28]1[CH2:32][CH2:31][CH:30](OC)O1.O.CC(O)=O>C(Cl)CCl>[N:21]1([CH2:20][C:16]2[CH:15]=[C:14]([CH:19]=[CH:18][CH:17]=2)[O:13][C:10]2[CH:11]=[CH:12][C:7]3[N:6]4[CH2:22][CH2:23][CH2:24][CH:5]4[NH:4][S:3](=[O:2])(=[O:25])[C:8]=3[CH:9]=2)[CH:28]=[CH:32][CH:31]=[CH:30]1 |f:0.1|. The reactants are Br, CC1(C)CC(SCc2c(C(F)(F)F)nn(C(C)(C)C)c2Cl)=NO1, CC(=O)O, O. Product: CC1(C)CC(SCc2c(C(F)(F)F)n[nH]c2Cl)=NO1. As a reaction SMILES: [BrH:28].[C:1]([CH3:2])([CH3:3])([CH3:4])[n:5]1[n:6][c:7]([C:20]([F:21])([F:22])[F:23])[c:8]([CH2:11][S:12][C:13]2=[N:14][O:15][C:16]([CH3:18])([CH3:19])[CH2:17]2)[c:9]1[Cl:10].[C:24]([OH:25])(=[O:26])[CH3:27].[OH2:29]>>[nH:5]1[n:6][c:7]([C:20]([F:21])([F:22])[F:23])[c:8]([CH2:11][S:12][C:13]2=[N:14][O:15][C:16]([CH3:18])([CH3:19])[CH2:17]2)[c:9]1[Cl:10]. The reactants are C(C)OC(=O)C1(CC1)C1=CC=C(C=C1)C1=CC=C(C=C1)C1=C(C(=NO1)C)C=O (1-[4′-(4-formyl-3-methyl-isoxazol-5-yl)-biphenyl-4-yl]-cyclopropanecarboxylic acid ethyl ester), BrC=1C=NC=C(C1)C1=CC=CC=C1 (3-bromo-5-phenyl-pyridine). Product: C(C)OC(=O)C1(CC1)C1=CC=C(C=C1)C1=CC=C(C=C1)C1=C(C(=NO1)C)C(C=1C=NC=C(C1)C1=CC=CC=C1)O (1-(4′-{4-[Hydroxy-(5-phenyl-pyridin-3-yl)-methyl]-3-methyl-isoxazol-5-yl}-biphenyl-4-yl)-cyclopropanecarboxylic acid ethyl ester). RXN SMILES: [CH2:1]([O:3][C:4]([C:6]1([C:9]2[CH:14]=[CH:13][C:12]([C:15]3[CH:20]=[CH:19][C:18]([C:21]4[O:25][N:24]=[C:23]([CH3:26])[C:22]=4[CH:27]=[O:28])=[CH:17][CH:16]=3)=[CH:11][CH:10]=2)[CH2:8][CH2:7]1)=[O:5])[CH3:2].Br[C:30]1[CH:31]=[N:32][CH:33]=[C:34]([C:36]2[CH:41]=[CH:40][CH:39]=[CH:38][CH:37]=2)[CH:35]=1>>[CH2:1]([O:3][C:4]([C:6]1([C:9]2[CH:10]=[CH:11][C:12]([C:15]3[CH:20]=[CH:19][C:18]([C:21]4[O:25][N:24]=[C:23]([CH3:26])[C:22]=4[CH:27]([OH:28])[C:30]4[CH:31]=[N:32][CH:33]=[C:34]([C:36]5[CH:37]=[CH:38][CH:39]=[CH:40][CH:41]=5)[CH:35]=4)=[CH:17][CH:16]=3)=[CH:13][CH:14]=2)[CH2:8][CH2:7]1)=[O:5])[CH3:2]. Procedure: Prepared according to the procedure described in Example 30, Step 1, using 1-[4′-(4-formyl-3-methyl-isoxazol-5-yl)-biphenyl-4-yl]-cyclopropanecarboxylic acid ethyl ester and 3-bromo-5-phenyl-pyridine. Reactants: N1CCC(CC1)CCCCNC(CCC=1C=NC=CC1)=O (N-(4-piperidin-4-yl-butyl)-3-(pyridin-3-yl)-propionamide), TEA, C1(=CC=CC=C1)P(=O)(C1=CC=CC=C1)Cl (diphenylphosphinic acid chloride). Solvent: C1CCOC1 (THF), C1CCOC1 (THF). Run at temperature 0 celsius, time 3 day. Product: C1(=CC=CC=C1)P(=O)(N1CCC(CC1)CCCCNC(CCC=1C=NC=CC1)=O)C1=CC=CC=C1 (N-[4-(1-diphenylphosphinyl-piperidin-4-yl)-butyl]-3-(pyridin-3-yl)-propionamide). Reaction SMILES: [C:1]1([P:7](Cl)([C:9]2[CH:14]=[CH:13][CH:12]=[CH:11][CH:10]=2)=[O:8])[CH:6]=[CH:5][CH:4]=[CH:3][CH:2]=1.[NH:16]1[CH2:21][CH2:20][CH:19]([CH2:22][CH2:23][CH2:24][CH2:25][NH:26][C:27](=[O:36])[CH2:28][CH2:29][C:30]2[CH:31]=[N:32][CH:33]=[CH:34][CH:35]=2)[CH2:18][CH2:17]1>C1COCC1>[C:1]1([P:7]([C:9]2[CH:14]=[CH:13][CH:12]=[CH:11][CH:10]=2)([N:16]2[CH2:21][CH2:20][CH:19]([CH2:22][CH2:23][CH2:24][CH2:25][NH:26][C:27](=[O:36])[CH2:28][CH2:29][C:30]3[CH:31]=[N:32][CH:33]=[CH:34][CH:35]=3)[CH2:18][CH2:17]2)=[O:8])[CH:6]=[CH:5][CH:4]=[CH:3][CH:2]=1. Reported procedure: 3.4 ml (17.3 mmol) diphenylphosphinic acid chloride are dissolved in 100 ml absolute THF and cooled to ca. 0° C. under moisture exclusion. 5.0 g, (17.3 mmol) N-(4-piperidin-4-yl-butyl)-3-(pyridin-3-yl)-propionamide and 4.8 ml (34.6 mmol) TEA are dissolved in 50 ml absolute THF and added dropwise under ice cooling. The mixture is stirred for three days at RT without further cooling. Subsequently, the solvent is removed under vacuum to a large extent and the residue is taken up in 100 ml 10% sodiu... The reactants are OCC=1N=C(NC1C=1C(=CC(=C(C(=O)OC)C1)C)C)C (methyl 5-(4-(hydroxymethyl)-2-methyl-1H-imidazol-5-yl)-2,4-dimethylbenzoate), CC1=C(C=C(C(=O)OC)C=C1)B1OC(C(O1)(C)C)(C)C (Methyl 4-methyl-3-(4,4,5,5-tetramethyl-1,3,2-dioxaborolan-2-yl)benzoate), CC1=C(C=C(C(=O)OC)C=C1)B1OC(C(O1)(C)C)(C)C (Methyl 4-methyl-3-(4,4,5,5-tetramethyl-1,3,2-dioxaborolan-2-yl)benzoate), CC1=C(C(=O)OC)C=C(C(=C1)C)B1OC(C(O1)(C)C)(C)C (methyl 2,4-dimethyl-5-(4,4,5,5-tetramethyl-1,3,2-dioxaborolan-2-yl)benzoate). The product is OCC=1N=C(NC1C=1C=C(C(=O)OC)C=CC1C)C (Methyl 3-(4-(hydroxymethyl)-2-methyl-1H-imidazol-5-yl)-4-methylbenzoate). As a reaction SMILES: [OH:1][CH2:2][C:3]1[N:4]=[C:5]([CH3:20])[NH:6][C:7]=1[C:8]1[C:9]([CH3:19])=[CH:10][C:11](C)=[C:12]([CH:17]=1)[C:13]([O:15][CH3:16])=[O:14].CC1C=CC(C(OC)=O)=CC=1B1OC(C)(C)C(C)(C)O1.CC1C=C(C)C(B2OC(C)(C)C(C)(C)O2)=CC=1C(OC)=O>>[OH:1][CH2:2][C:3]1[N:4]=[C:5]([CH3:20])[NH:6][C:7]=1[C:8]1[CH:17]=[C:12]([CH:11]=[CH:10][C:9]=1[CH3:19])[C:13]([O:15][CH3:16])=[O:14]. Reported procedure: The title compound was prepared using standard chemical manipulations and procedures similar to those used for the preparation of compound 236.3, except methyl 4-methyl-3-(4,4,5,5-tetramethyl-1,3,2-dioxaborolan-2-yl)benzoate (compound 5.4) was used in place of methyl 2,4-dimethyl-5-(4,4,5,5-tetramethyl-1,3,2-dioxaborolan-2-yl)benzoate (compound 160.1). Starting materials: C(C)OC(C1=C(N=CC=C1)OC1=CC=2C(=NSN2)C=C1)=O (2-(benzo[2,1,3]thiadiazol-5-yloxy)-nicotinic acid ethyl ester), Cl (hydrochloric acid). Solvent: O (water), O1CCCC1 (tetrahydrofuran), [Li+].[OH-] (LiOH). Yields the product N=1SN=C2C1C=CC(=C2)OC2=C(C(=O)O)C=CC=N2 (2-(Benzo[2,1,3]thiadiazol-5-yloxy)-nicotinic acid). Yield: 23.4%. Reaction SMILES: C([O:3][C:4](=[O:21])[C:5]1[CH:10]=[CH:9][CH:8]=[N:7][C:6]=1[O:11][C:12]1[CH:20]=[CH:19][C:15]2=[N:16][S:17][N:18]=[C:14]2[CH:13]=1)C.Cl>O1CCCC1.[Li+].[OH-].O>[N:16]1[S:17][N:18]=[C:14]2[CH:13]=[C:12]([O:11][C:6]3[N:7]=[CH:8][CH:9]=[CH:10][C:5]=3[C:4]([OH:21])=[O:3])[CH:20]=[CH:19][C:15]=12 |f:3.4|. Procedure: A solution of 2-(benzo[2,1,3]thiadiazol-5-yloxy)-nicotinic acid ethyl ester (0.74 g, 2.5 mmol) in tetrahydrofuran (2.78 ml) and 1 M LiOH (2.7 ml) was stirred over night. The mixture was diluted with water and acidified to pH 1 with 2 N hydrochloric acid and filtered to give a pale yellow solid (160 mg).